Task: describe an organic reaction: reactants, conditions, products, and yield. Dataset: the Open Reaction Database (ORD), a public repository of structured organic reaction records The reactants are FC1=CC=C(C=C1)C(O)(C1CCNCC1)C1=CC=C(C=C1)F ([α,α-bis(p-fluorophenyl)]-4-piperidinemethanol), BrCCCOC1=CC=CC=C1 ((3-bromopropoxy)benzene), C([O-])(O)=O.[Na+] (sodium bicarbonate). The solvent is C(CCC)O (1-butanol). Product: O.C(C(=O)O)(=O)O.FC1=CC=C(C=C1)C(O)(C1CCN(CC1)CCCOC1=CC=CC=C1)C1=CC=C(C=C1)F (α,α-Bis-(4-fluorophenyl)-1-(3-phenoxypropyl)-4-piperidinemethanol oxalate hydrate). Reaction SMILES: [F:1][C:2]1[CH:7]=[CH:6][C:5]([C:8]([C:16]2[CH:21]=[CH:20][C:19]([F:22])=[CH:18][CH:17]=2)([CH:10]2[CH2:15][CH2:14][NH:13][CH2:12][CH2:11]2)[OH:9])=[CH:4][CH:3]=1.Br[CH2:24][CH2:25][CH2:26][O:27][C:28]1[CH:33]=[CH:32][CH:31]=[CH:30][CH:29]=1.[C:34](=[O:37])([OH:36])[O-].[Na+]>C(O)CCC>[OH2:9].[C:8]([OH:9])(=[O:27])[C:34]([OH:36])=[O:37].[F:1][C:2]1[CH:7]=[CH:6][C:5]([C:8]([C:16]2[CH:17]=[CH:18][C:19]([F:22])=[CH:20][CH:21]=2)([CH:10]2[CH2:11][CH2:12][N:13]([CH2:24][CH2:25][CH2:26][O:27][C:28]3[CH:33]=[CH:32][CH:31]=[CH:30][CH:29]=3)[CH2:14][CH2:15]2)[OH:9])=[CH:4][CH:3]=1 |f:2.3,5.6.7|. Procedure: A mixture of 3.37 g (0.011 mole) of [α,α-bis(p-fluorophenyl)]-4-piperidinemethanol, 2.52 g (0.011 mole) of (3-bromopropoxy)benzene and sodium bicarbonate (0.92 g, 0.011 mole) in 200 ml of 1-butanol was heated overnight to reflux. The butanol was removed by the rotary evaporator, and the residue partitioned between chloroform and water. Removal of the chloroform in vacuo gave a dark brown oil, the free base of the title compound. The base was converted to the oxalate salt and recrystallized from ... Reactants: [BH3-]C#N, CC#N, Cl, [Na+], FC(F)(F)c1ccc(C=Cc2nc(CNc3ccc(CCCCn4ccnn4)cc3)co2)cc1. Product: CN(Cc1coc(C=Cc2ccc(C(F)(F)F)cc2)n1)c1ccc(CCCCn2ccnn2)cc1. Reaction SMILES: [C:35]([BH3-:36])#[N:37].[CH3:40][C:41]#[N:42].[ClH:39].[Na+:38].[n:1]1([CH2:6][CH2:7][CH2:8][CH2:9][c:10]2[cH:11][cH:12][c:13]([NH:16][CH2:17][c:18]3[n:19][c:20]([CH:23]=[CH:24][c:25]4[cH:26][cH:27][c:28]([C:31]([F:32])([F:33])[F:34])[cH:29][cH:30]4)[o:21][cH:22]3)[cH:14][cH:15]2)[n:2][n:3][cH:4][cH:5]1>>[n:1]1([CH2:6][CH2:7][CH2:8][CH2:9][c:10]2[cH:11][cH:12][c:13]([N:16]([CH2:17][c:18]3[n:19][c:20]([CH:23]=[CH:24][c:25]4[cH:26][cH:27][c:28]([C:31]([F:32])([F:33])[F:34])[cH:29][cH:30]4)[o:21][cH:22]3)[CH3:35])[cH:14][cH:15]2)[n:2][n:3][cH:4][cH:5]1. Reactants: CCN(C(C)C)C(C)C, COC(=O)NCCN1C(=O)C(C)Sc2cc(C)c(C(=O)O)cc21, CN(C)C=O, CC(C)NC1CCCN(C(=O)OC(C)(C)C)C1, [Cl-], [Na+]. Yields the product COC(=O)NCCN1C(=O)C(C)Sc2cc(C)c(C(=O)N(C(C)C)C3CCCN(C(=O)OC(C)(C)C)C3)cc21. Reaction SMILES: [CH2:24]([N:25]([CH:26]([CH3:27])[CH3:28])[CH:29]([CH3:30])[CH3:31])[CH3:32].[CH3:1][O:2][C:3](=[O:4])[NH:5][CH2:6][CH2:7][N:8]1[C:9](=[O:23])[CH:10]([CH3:22])[S:11][c:12]2[c:13]1[cH:14][c:15]([C:19](=[O:20])[OH:21])[c:16]([CH3:18])[cH:17]2.[CH3:52][N:53]([CH3:54])[CH:55]=[O:56].[CH:33]([CH3:34])([CH3:35])[NH:36][CH:37]1[CH2:38][N:39]([C:43](=[O:44])[O:45][C:46]([CH3:47])([CH3:48])[CH3:49])[CH2:40][CH2:41][CH2:42]1.[Cl-:51].[Na+:50]>>[CH3:1][O:2][C:3](=[O:4])[NH:5][CH2:6][CH2:7][N:8]1[C:9](=[O:23])[CH:10]([CH3:22])[S:11][c:12]2[c:13]1[cH:14][c:15]([C:19](=[O:21])[N:36]([CH:33]([CH3:34])[CH3:35])[CH:37]1[CH2:38][N:39]([C:43](=[O:44])[O:45][C:46]([CH3:47])([CH3:48])[CH3:49])[CH2:40][CH2:41][CH2:42]1)[c:16]([CH3:18])[cH:17]2. Reactants: CNC1=NC=CC(=N1)C1=C(N=CN1C1CCN(CC1)C(=O)OC(C)(C)C)C1=CC=CC=C1 (tert-butyl 4-{5-[2-(methylamino)pyrimidin-4-yl]-4-phenyl-1H-imidazol-1-yl}piperidine-1-carboxylate), C1(=CC=CC=C1)C=1N=CN(C1C1=NC=NC=C1)C1CCNCC1 (4-(4-phenyl-1-piperidin-4-yl-1H-imidazol-5-yl)pyrimidine). Yields the product CNC1=NC=CC(=N1)C1=C(N=CN1C1CCNCC1)C1=CC=CC=C1 (N-Methyl-4-(4-phenyl-1-piperidin-4-yl-1H-imidazol-5-yl)pyrimidin-2-amine). RXN SMILES: [CH3:1][NH:2][C:3]1[N:8]=[C:7]([C:9]2[N:13]([CH:14]3[CH2:19][CH2:18][N:17](C(OC(C)(C)C)=O)[CH2:16][CH2:15]3)[CH:12]=[N:11][C:10]=2[C:27]2[CH:32]=[CH:31][CH:30]=[CH:29][CH:28]=2)[CH:6]=[CH:5][N:4]=1.C1(C2N=CN(C3CCNCC3)C=2C2C=CN=CN=2)C=CC=CC=1>>[CH3:1][NH:2][C:3]1[N:8]=[C:7]([C:9]2[N:13]([CH:14]3[CH2:15][CH2:16][NH:17][CH2:18][CH2:19]3)[CH:12]=[N:11][C:10]=2[C:27]2[CH:32]=[CH:31][CH:30]=[CH:29][CH:28]=2)[CH:6]=[CH:5][N:4]=1. Procedure details: The title compound was prepared from tert-butyl 4-{5-[2-(methylamino)pyrimidin-4-yl]-4-phenyl-1H-imidazol-1-yl}piperidine-1-carboxylate (C25) according to the general procedure for the synthesis of 4-(4-phenyl-1-piperidin-4-yl-1H-imidazol-5-yl)pyrimidine (C23) in Example 11. In this case, after the organic layers were dried over magnesium sulfate, filtered, and concentrated under reduced pressure, the product was obtained as a white solid. Yield: 174 mg, 0.520 mmol, 100%. APCI m/z 335.0 (M+1). 1... The reactants are C1(=CC=CC=C1)CC#N (Phenylacetonitrile), C(C=C)(=O)OC (methyl acrylate). The solvent is C(C)(C)(C)O (tert-butanol). Yields the product COC(CCC(CCC(=O)OC)(C1=CC=CC=C1)C#N)=O (4-cyano-4-phenylheptanedioic acid dimethyl ester). Reaction SMILES: [C:1]1([CH2:7][C:8]#[N:9])[CH:6]=[CH:5][CH:4]=[CH:3][CH:2]=1.[C:10]([O:14][CH3:15])(=[O:13])[CH:11]=[CH2:12]>C(O)(C)(C)C>[CH3:15][O:14][C:10](=[O:13])[CH2:11][CH2:12][C:7]([C:8]#[N:9])([C:1]1[CH:6]=[CH:5][CH:4]=[CH:3][CH:2]=1)[CH2:12][CH2:11][C:10]([O:14][CH3:15])=[O:13]. Procedure: Phenylacetonitrile (11.7 g, 0.1 mol) and methyl acrylate (47 ml, 0.5 mol) were initially introduced into tert-butanol (60 ml) and the mixture was heated to the boiling point. The heat source was then removed. Triton B (benzyltrimethylammonium hydroxide, 40 per cent in methanol, 15.2 ml), dissolved in tert-butanol (23 ml), was added dropwise, first slowly, later swiftly. After the dropwise addition, the mixture was boiled under reflux for 4 h. The reaction mixture was cooled to room temperature o... Starting materials: CC1(CCCCC1)CO ((1-methylcyclohexyl)methanol), [H-].[Na+] (sodium hydride), O (water), S(N)(=O)(=O)Cl (sulfamoyl chloride). Run in CN(C)C=O (DMF). Conditions: time 1 hour. Yields the product S(N)(O)(=O)=O.CC1(CCCCC1)C ((1-methylcyclohexyl)methane sulfamate). As a reaction SMILES: [CH3:1][C:2]1([CH2:8]O)[CH2:7][CH2:6][CH2:5][CH2:4][CH2:3]1.[H-].[Na+].[S:12](Cl)(=[O:15])(=[O:14])[NH2:13].[OH2:17]>CN(C=O)C>[S:12](=[O:15])(=[O:17])([OH:14])[NH2:13].[CH3:1][C:2]1([CH3:8])[CH2:7][CH2:6][CH2:5][CH2:4][CH2:3]1 |f:1.2,6.7|. Procedure details: To a cold solution (-4° C.) of (1-methylcyclohexyl)methanol (6.2 g, 0.048 mol) in DMF (90 ml) was added 50% oily sodium hydride (2.81 g, 0.059 mol as NaH). After stirring for 1 hr, sulfamoyl chloride (7.82 g, 0.062 mol) was added and the stirring was continued for an additional 30 min at -4° C. The reaction mixture was poured into cold water and extracted with toluene. The organic layer was dried (Na2SO4) and the solvents were removed under vacuum to give a syrup which crystallized upon cooling.... Starting materials: Cl.OC(CNC1=CC(C(=O)NC2=NN=NN2)=NC2=CC=CC=C12)CO (4(2,3-Dihydroxypropylamino)-N(1H-tetrazol-5-yl)quinaldamide, hydrochloride), ( d ), ClC1=CC(C(=O)NC2=NN=NN2)=NC2=CC=CC=C12 (4-Chloro-N-(1H-tetrazol-5-yl)quinaldamide), NCC(CO)O (3-amino-1,2-propanediol). Yields the product Cl.OCCN(C1=CC(C(=O)NC2=NN=NN2)=NC2=CC=CC=C12)C (4[(2-Hydroxyethyl)methylamino]-N(1H-tetrazol-5-yl)quinaldamide, hydrochloride). As a reaction SMILES: Cl.OC(CO)[CH2:4][NH:5][C:6]1[C:23]2[C:18](=[CH:19][CH:20]=[CH:21][CH:22]=2)[N:17]=[C:8]([C:9]([NH:11][C:12]2[NH:16][N:15]=[N:14][N:13]=2)=[O:10])[CH:7]=1.[Cl:26]C1C2C(=CC=CC=2)N=[C:29]([C:30](NC2NN=NN=2)=[O:31])C=1.NCC(O)CO>>[ClH:26].[OH:31][CH2:30][CH2:29][N:5]([CH3:4])[C:6]1[C:23]2[C:18](=[CH:19][CH:20]=[CH:21][CH:22]=2)[N:17]=[C:8]([C:9]([NH:11][C:12]2[NH:16][N:15]=[N:14][N:13]=2)=[O:10])[CH:7]=1 |f:0.1,4.5|. Reported procedure: In a similar way, 4(2,3-Dihydroxypropylamino)-N(1H-tetrazol-5-yl)quinaldamide, hydrochloride, m.p. 264° (d) was prepared from 4-chloro-N (1H-tetrazol-5-yl)quinaldamide (Example 2) and 3-amino-1,2-propanediol.